This data is from the Open Reaction Database (ORD), a public repository of structured organic reaction records. The task is: describe an organic reaction: reactants, conditions, products, and yield Reaction conditions: time 2 hour. Product: N1=CC=CC=C1.C(C)(=O)OCC1=CS[C@H]2N(C1C(=O)O)C(C2NC(CC=2SC=CC2)=O)=O (3-acetoxymethyl-7-(2-thienylacetamido)-2-cephem-4-carboxylic acid pyridine salt). RXN SMILES: [C:1]([O:4][CH2:5][C:6]1[CH2:7][S:8][C@@H:9]2[CH:16]([NH:17][C:18](=[O:25])[CH2:19][C:20]3[S:21][CH:22]=[CH:23][CH:24]=3)[C:15](=[O:26])[N:10]2[C:11]=1[C:12]([OH:14])=[O:13])(=[O:3])[CH3:2].C(OC(=O)C)(=O)C>N1C=CC=CC=1>[N:17]1[CH:18]=[CH:19][CH:20]=[CH:24][CH:23]=1.[C:1]([O:4][CH2:5][C:6]1[CH:11]([C:12]([OH:14])=[O:13])[N:10]2[C:15](=[O:26])[CH:16]([NH:17][C:18](=[O:25])[CH2:19][C:20]3[S:21][CH:22]=[CH:23][CH:24]=3)[C@H:9]2[S:8][CH:7]=1)(=[O:3])[CH3:2] |f:3.4|. Procedure details: Using the method outlined in German Offenlegungschrift No. 2,103,014, 20.4 g of 3-acetoxymethyl-7-(2-thienylacetamido)-3-cephem-4-carboxylic acid was dissolved in 60 ml of dry pyridine, with heating and then 6 ml of acetic anhydride was added to the cooled solution. The mixture solidified on standing for 2 hours. It was then diluted with 50 ml of pyridine and the solid filtered and washed with 150 ml of ethyl acetate. The product was recrystallized from 150 ml of ethyl acetate and 20 ml of alcoh... Yield: 125.9%. The reactants are C(C)(=O)OCC=1CS[C@H]2N(C1C(=O)O)C(C2NC(CC=2SC=CC2)=O)=O (3-acetoxymethyl-7-(2-thienylacetamido)-3-cephem-4-carboxylic acid), C(C)(=O)OC(C)=O (acetic anhydride). The solvent is N1=CC=CC=C1 (pyridine), N1=CC=CC=C1 (pyridine).